Task: describe an organic reaction: reactants, conditions, products, and yield. Dataset: the Open Reaction Database (ORD), a public repository of structured organic reaction records Reactants: Cc1c(NCCN2CCCC2)cc(OCC(F)(CF)CF)cc1N1CCN(c2ncnc3c2c(Br)nn3C2CCCCO2)CC1, C=CC(=O)OC(C)(C)C, CN(C)C=O. Yields the product Cc1c(NCCN2CCCC2)cc(OCC(F)(CF)CF)cc1N1CCN(c2ncnc3c2c(C=CC(=O)OC(C)(C)C)nn3C2CCCCO2)CC1. As a reaction SMILES: [Br:1][c:2]1[n:3][n:4]([CH:40]2[O:41][CH2:42][CH2:43][CH2:44][CH2:45]2)[c:5]2[n:6][cH:7][n:8][c:9]([N:11]3[CH2:12][CH2:13][N:14]([c:17]4[c:18]([CH3:39])[c:19]([NH:31][CH2:32][CH2:33][N:34]5[CH2:35][CH2:36][CH2:37][CH2:38]5)[cH:20][c:21]([O:23][CH2:24][C:25]([CH2:26][F:27])([CH2:28][F:29])[F:30])[cH:22]4)[CH2:15][CH2:16]3)[c:10]12.[C:46]([CH:47]=[CH2:48])(=[O:49])[O:50][C:51]([CH3:52])([CH3:53])[CH3:54].[O:55]=[CH:56][N:57]([CH3:58])[CH3:59]>>[c:2]1([CH:48]=[CH:47][C:46](=[O:49])[O:50][C:51]([CH3:52])([CH3:53])[CH3:54])[n:3][n:4]([CH:40]2[O:41][CH2:42][CH2:43][CH2:44][CH2:45]2)[c:5]2[n:6][cH:7][n:8][c:9]([N:11]3[CH2:12][CH2:13][N:14]([c:17]4[c:18]([CH3:39])[c:19]([NH:31][CH2:32][CH2:33][N:34]5[CH2:35][CH2:36][CH2:37][CH2:38]5)[cH:20][c:21]([O:23][CH2:24][C:25]([CH2:26][F:27])([CH2:28][F:29])[F:30])[cH:22]4)[CH2:15][CH2:16]3)[c:10]12. Starting materials: Brc1cnc2ccccc2c1, CC(C)(C)OC(=O)N1CC2CNCC2C1. Product: CC(C)(C)OC(=O)N1CC2CN(c3cnc4ccccc4c3)CC2C1. RXN SMILES: [Br:16][c:17]1[cH:18][n:19][c:20]2[cH:21][cH:22][cH:23][cH:24][c:25]2[cH:26]1.[CH2:1]1[N:2]([C:9](=[O:10])[O:11][C:12]([CH3:13])([CH3:14])[CH3:15])[CH2:3][CH:4]2[CH:5]1[CH2:6][NH:7][CH2:8]2>>[CH2:1]1[N:2]([C:9](=[O:10])[O:11][C:12]([CH3:13])([CH3:14])[CH3:15])[CH2:3][CH:4]2[CH:5]1[CH2:6][N:7]([c:17]1[cH:18][n:19][c:20]3[cH:21][cH:22][cH:23][cH:24][c:25]3[cH:26]1)[CH2:8]2. The reactants are O=C1CCC(=O)N1Br, ClC(Cl)(Cl)Cl, COC(=O)C(C)Oc1ccc(Cl)cc1Cl, CC(C)(C#N)N=NC(C)(C)C#N, O=C1CCC(=O)N1. Yields the product COC(=O)C(C)(Br)Oc1ccc(Cl)cc1Cl. As a reaction SMILES: [Br:16][N:17]1[C:18](=[O:19])[CH2:20][CH2:21][C:22]1=[O:23].[C:43]([Cl:44])([Cl:45])([Cl:46])[Cl:47].[Cl:1][c:2]1[c:3]([O:4][CH:5]([C:6](=[O:7])[O:8][CH3:9])[CH3:10])[cH:11][cH:12][c:13]([Cl:15])[cH:14]1.[N:24]([C:25]([CH3:26])([CH3:27])[C:28]#[N:29])=[N:30][C:31]([CH3:32])([CH3:33])[C:34]#[N:35].[O:36]=[C:37]1[NH:38][C:39](=[O:40])[CH2:41][CH2:42]1>>[Cl:1][c:2]1[c:3]([O:4][C:5]([C:6](=[O:7])[O:8][CH3:9])([CH3:10])[Br:16])[cH:11][cH:12][c:13]([Cl:15])[cH:14]1. The reactants are N1=C(C=CC2=CN=CC=C12)/C=C/C(=O)O ((E)-3-(1,6-naphthyridin-2-yl)acrylic acid). Reagents/catalysts: [Pd] (Pd/C). Solvent: [OH-].[Na+] (sodium hydroxide). Reaction conditions: time 8 hour. The product is N1=C(C=CC2=CN=CC=C12)CCC(=O)O (3-(1,6-Naphthyridin-2-yl)propanoic acid). Isolated yield 72.5%. RXN SMILES: [N:1]1[C:10]2[C:5](=[CH:6][N:7]=[CH:8][CH:9]=2)[CH:4]=[CH:3][C:2]=1/[CH:11]=[CH:12]/[C:13]([OH:15])=[O:14]>[OH-].[Na+].[Pd]>[N:1]1[C:10]2[C:5](=[CH:6][N:7]=[CH:8][CH:9]=2)[CH:4]=[CH:3][C:2]=1[CH2:11][CH2:12][C:13]([OH:15])=[O:14] |f:1.2|. Reported procedure: A mixture of (E)-3-(1,6-naphthyridin-2-yl)acrylic acid (300 mg, 1.50 mmol) and Pd/C (30 mg, 10%) in 1 N sodium hydroxide aqueous solution (8 mL) was stirred under H2 for 8 h at room temperature, and then filtered. The solution was acidified to pH 4 with 1 N aqueous hydrogen chloride solution. The precipitate was collected by filtration and dried in vacuum to give 220 mg of the product as a yellow solid. MS (ESI): m/z 203.1 [M+H]+. Solvent: CS(=O)C (DMSO). Yields the product FC1=C(C(=O)NS(=O)(=O)C)C=C(C(=C1)OC=1C=NC(=CC1)[N+](=O)[O-])F (2,5-Difluoro-N-(methylsulfonyl)-4-[(6-nitropyridin-3-yl)oxy]benzamide). Reported procedure: Potassium carbonate (0.220 g, 1.59 mmol) was added to a stirred solution of 2,5-difluoro-4-hydroxy-N-(methylsulfonyl)benzamide (Preparation 34, 0.200 g, 0.796 mmol) and 5-bromo-2-nitropyridine (0.170 g, 0.836 mmol) in DMSO (2.5 mL) at room temperature. The mixture was stirred at room temperature for 2 hours and then at 60° C. for 24 hours. The reaction mixture was partitioned between EtOAc and 2M aqueous HCl ensuring the water layer was acidic. The organic layer was separated and washed further ... As a reaction SMILES: C(=O)([O-])[O-].[K+].[K+].[F:7][C:8]1[CH:20]=[C:19]([OH:21])[C:18]([F:22])=[CH:17][C:9]=1[C:10]([NH:12][S:13]([CH3:16])(=[O:15])=[O:14])=[O:11].Br[C:24]1[CH:25]=[CH:26][C:27]([N+:30]([O-:32])=[O:31])=[N:28][CH:29]=1>CS(C)=O>[F:7][C:8]1[CH:20]=[C:19]([O:21][C:24]2[CH:29]=[N:28][C:27]([N+:30]([O-:32])=[O:31])=[CH:26][CH:25]=2)[C:18]([F:22])=[CH:17][C:9]=1[C:10]([NH:12][S:13]([CH3:16])(=[O:14])=[O:15])=[O:11] |f:0.1.2|. Yield: 60.6%. Reaction conditions: time 2 hour. Reactants: C([O-])([O-])=O.[K+].[K+] (Potassium carbonate), FC1=C(C(=O)NS(=O)(=O)C)C=C(C(=C1)O)F (2,5-difluoro-4-hydroxy-N-(methylsulfonyl)benzamide), BrC=1C=CC(=NC1)[N+](=O)[O-] (5-bromo-2-nitropyridine). Starting materials: C1=C(C=CC2=CC=CC=C12)CC(=O)O (2-naphthylacetic acid), C(C(=O)Cl)(=O)Cl (oxalyl chloride). Reagents/catalysts: CN(C)C=O (DMF). The solvent is C(Cl)Cl (methylene chloride). Run at time 1.5 hour. Yields the product C1=C(C=CC2=CC=CC=C12)CC(=O)Cl (2-naphthylacetyl chloride). Reaction SMILES: [CH:1]1[C:10]2[C:5](=[CH:6][CH:7]=[CH:8][CH:9]=2)[CH:4]=[CH:3][C:2]=1[CH2:11][C:12]([OH:14])=O.C(Cl)(=O)C([Cl:18])=O>C(Cl)Cl.CN(C=O)C>[CH:1]1[C:10]2[C:5](=[CH:6][CH:7]=[CH:8][CH:9]=2)[CH:4]=[CH:3][C:2]=1[CH2:11][C:12]([Cl:18])=[O:14]. Reported procedure: To a stirred solution of 2-naphthylacetic acid (0.960 g, 5.15 mmol) in methylene chloride (10 mL) was added oxalyl chloride (0.58 mL, 6.7 mmol) and DMF (1 drop). After 1.5 hours, the solvent was evaporated to give 2-naphthylacetyl chloride. A solution of the 2-naphthylacetyl chloride in THF (3 mL), cooled to -78° C., was slowly cannulated into a stirred solution of the lithium salt of 4 -(S)-(+)-4-isopropyl-2-oxazolidinone (prepared by treating, at -78° C., a solution of 4 -(S)-(+)-4 -isopropyl-... Reactants: N1N=NC2=C1C=CC=C2 (Benzotriazole), [OH-].[Na+] (sodium hydroxide), ClCCCCCBr (5-chlorobromopentane). Reagents/catalysts: [Br-].C(CCC)[N+](CCCC)(CCCC)CCCC (tetrabutyl ammonium bromide). Solvent: ClCCl (dichloromethane), ClCCl (dichloromethane). Conditions: temperature 60 celsius, time 2 hour. Product: ClCCCCCN1N=NC2=C1C=CC=C2 (1-(5-chloropentyl)-1H-benzotriazole). Yield: 70.6%. As a reaction SMILES: [NH:1]1[C:5]2[CH:6]=[CH:7][CH:8]=[CH:9][C:4]=2[N:3]=[N:2]1.[OH-].[Na+].[Cl:12][CH2:13][CH2:14][CH2:15][CH2:16][CH2:17]Br>[Br-].C([N+](CCCC)(CCCC)CCCC)CCC.ClCCl>[Cl:12][CH2:13][CH2:14][CH2:15][CH2:16][CH2:17][N:1]1[C:5]2[CH:6]=[CH:7][CH:8]=[CH:9][C:4]=2[N:3]=[N:2]1 |f:1.2,4.5|. Procedure details: Benzotriazole (11.9 g, 0.10 mol) is dissolved into 100 ml of 30% wt. sodium hydroxide, 5-chlorobromopentane (36.8 g, 0.20 mol), tetrabutyl ammonium bromide (0.8 g) are added, and mixed for 5 min. The reaction solution is gradually heated to 60° C., stirred for reaction for 2 hours. Then the reaction solution was cooled down to ambient temperature, 100 ml of dichloromethane was added for extraction and liquid separation. To the aqueous phase, 100 of dichloromethane was added for extraction. Organ...